From a dataset of the Open Reaction Database (ORD), a public repository of structured organic reaction records. describe an organic reaction: reactants, conditions, products, and yield The reactants are O (water), C([O-])(O)=O.[Na+] (sodium bicarbonate), Br.Br.ClC=1C=CC(=C(C(=O)C2=CC=CC=C2)C1)N1C(=NN=C1C)CN (5-chloro-2-(3-aminomethyl-5-methyl-4H-1,2,4-triazol-4-yl)-benzophenone dihydrobromide), ClCC(=O)Cl (chloroacetyl chloride), resultant mixture. Run in C(Cl)Cl (methylene chloride), CN(C=O)C (dimethylformamide). Run at time 8 hour. Product: ClC=1C=CC(=C(C(=O)C2=CC=CC=C2)C1)N1C(=NN=C1C)CNC(CCl)=O (5-chloro-2-[3-(2-chloroacetamidomethyl)-5-methyl-4H-1,2,4-triazol-4-yl]-benzophenone). The yield is 84.8%. RXN SMILES: Br.Br.[Cl:3][C:4]1[CH:5]=[CH:6][C:7]([N:18]2[C:22]([CH3:23])=[N:21][N:20]=[C:19]2[CH2:24][NH2:25])=[C:8]([CH:17]=1)[C:9]([C:11]1[CH:16]=[CH:15][CH:14]=[CH:13][CH:12]=1)=[O:10].[Cl:26][CH2:27][C:28](Cl)=[O:29].O.C(=O)(O)[O-].[Na+]>CN(C)C=O.C(Cl)Cl>[Cl:3][C:4]1[CH:5]=[CH:6][C:7]([N:18]2[C:22]([CH3:23])=[N:21][N:20]=[C:19]2[CH2:24][NH:25][C:28](=[O:29])[CH2:27][Cl:26])=[C:8]([CH:17]=1)[C:9]([C:11]1[CH:12]=[CH:13][CH:14]=[CH:15][CH:16]=1)=[O:10] |f:0.1.2,5.6|. Procedure details: To a solution of 5-chloro-2-(3-aminomethyl-5-methyl-4H-1,2,4-triazol-4-yl)-benzophenone dihydrobromide (0.5 g) in dimethylformamide (3 ml), chloroacetyl chloride (0.2 g) is dropwise added under ice cooling, and the resultant mixture is stirred. The reaction mixture is allowed to stand at room temperature overnight, mixed with water (3 ml), neutralized with aqueous sodium bicarbonate and shaken with methylene chloride. The methylene chloride layer is washed with water and saturated aqueous saline... The reactants are C(C)(C)C1=CC=C(C(=O)NCCOC2=CC=C(C(=O)OC)C=C2)C=C1 (Methyl 4-[2-(4-isopropylbenzamido)ethoxy]benzoate), [OH-].[Na+] (sodium hydroxide). Run in C(C)O (ethanol), O (water). Yields the product C(C)(C)C1=CC=C(C(=O)NCCOC2=CC=C(C(=O)O)C=C2)C=C1 (4-[2-(4-Isopropylbenzamido)ethoxy]benzoic acid). Yield: 82.0%. RXN SMILES: [CH:1]([C:4]1[CH:25]=[CH:24][C:7]([C:8]([NH:10][CH2:11][CH2:12][O:13][C:14]2[CH:23]=[CH:22][C:17]([C:18]([O:20]C)=[O:19])=[CH:16][CH:15]=2)=[O:9])=[CH:6][CH:5]=1)([CH3:3])[CH3:2].[OH-].[Na+]>C(O)C.O>[CH:1]([C:4]1[CH:5]=[CH:6][C:7]([C:8]([NH:10][CH2:11][CH2:12][O:13][C:14]2[CH:23]=[CH:22][C:17]([C:18]([OH:20])=[O:19])=[CH:16][CH:15]=2)=[O:9])=[CH:24][CH:25]=1)([CH3:3])[CH3:2] |f:1.2|. Procedure details: Methyl 4-[2-(4-isopropylbenzamido)ethoxy]benzoate (102.42 g) was dissolved in 1 liter of ethanol with heating. A solution of 14.4 g of sodium hydroxide in 200 ml of water was added to the above ethanolic solution and the mixture was heated to reflux for 2 hours. The reaction solution was concentrated in vacuo, 1 liter of ice water was added to the residue, the mixture was neutralized with 10% hydrochloric acid, crystals separated out therefrom were collected by filtration, washed with water, dri...